Dataset: the Open Reaction Database (ORD), a public repository of structured organic reaction records. Task: describe an organic reaction: reactants, conditions, products, and yield Starting materials: Cl (hydrochloric acid), CC1=C(N=C2N1C=CC=C2)C=2C=CC1=C(NC(S1)=O)C2 (5-(3-methylimidazo[1,2-a]pyridin-2-yl)-2-benzothiazolinone), [H-].[Na+] (sodium hydride), resultant mixture, C(C)(=O)OCCBr (2-bromoethyl acetate). Solvent: O (water), CN(C=O)C (dimethylformamide). Reaction conditions: time 30 minute. Product: CC1=C(N=C2N1C=CC=C2)C=2C=CC1=C(N(C(S1)=O)CCOC(C)=O)C2 (5-(3-methylimidazo[1,2-a]pyridin-2-yl)-3-(2-acetoxyethyl)-2-benzothiazolinone). The yield is 35.6%. Reaction SMILES: [CH3:1][C:2]1[N:6]2[CH:7]=[CH:8][CH:9]=[CH:10][C:5]2=[N:4][C:3]=1[C:11]1[CH:12]=[CH:13][C:14]2[S:18][C:17](=[O:19])[NH:16][C:15]=2[CH:20]=1.[H-].[Na+].[C:23]([O:26][CH2:27][CH2:28]Br)(=[O:25])[CH3:24].Cl>CN(C)C=O.O>[CH3:1][C:2]1[N:6]2[CH:7]=[CH:8][CH:9]=[CH:10][C:5]2=[N:4][C:3]=1[C:11]1[CH:12]=[CH:13][C:14]2[S:18][C:17](=[O:19])[N:16]([CH2:28][CH2:27][O:26][C:23](=[O:25])[CH3:24])[C:15]=2[CH:20]=1 |f:1.2|. Procedure details: A mixture of 5-(3-methylimidazo[1,2-a]pyridin-2-yl)-2-benzothiazolinone (2.8 g) and sodium hydride (50% suspension in oil, 0.96 g) in dry dimethylformamide (30 ml) was stirred at ambient temperature for 30 minutes. To the resultant mixture was added 2-bromoethyl acetate (3.34 g) at ambient temperature and stirred for 5 hours under the same condition. The reaction mixture was poured into water and adjusted to pH 7.0 with 10% hydrochloric acid. The neutrallized solution was extracted with ethyl ac... Starting materials: CI (methyl iodide), [H-].[Na+] (NaH), CC1=NC=C(C(=N1)OC1=CC(=CC=C1)C1=CC=CC=C1)CC(=O)OC (Methyl α-[2-methyl-4-(3-phenylphenoxy)-5-pyrimidinyl]-acetate), C(=O)OC (methyl formate). Run in COCCOC (1,2-dimethoxyethane), CCOCC (ether). Yields the product CC1=C(C(=NC=N1)OC1=CC(=CC=C1)C1=CC=CC=C1)C(C(=O)OC)=COC (methyl α-[6-methyl-4-(3-phenylphenoxy)-5-pyrimidinyl]-β-methoxyacrylate). Reaction SMILES: C[C:2]1[N:7]=[C:6]([O:8][C:9]2[CH:14]=[CH:13][CH:12]=[C:11]([C:15]3[CH:20]=[CH:19][CH:18]=[CH:17][CH:16]=3)[CH:10]=2)[C:5]([CH2:21][C:22]([O:24][CH3:25])=[O:23])=[CH:4][N:3]=1.[H-].[Na+].[CH3:28]I.[CH:30]([O:32][CH3:33])=O>COCCOC.CCOCC>[CH3:28][C:4]1[N:3]=[CH:2][N:7]=[C:6]([O:8][C:9]2[CH:14]=[CH:13][CH:12]=[C:11]([C:15]3[CH:16]=[CH:17][CH:18]=[CH:19][CH:20]=3)[CH:10]=2)[C:5]=1[C:21](=[CH:30][O:32][CH3:33])[C:22]([O:24][CH3:25])=[O:23] |f:1.2|. Procedure: Methyl α-[2-methyl-4-(3-phenylphenoxy)-5-pyrimidinyl]-acetate (8 mmol) are dissolved in methyl formate (10 ml) and added to a suspension of NaH (0.6 g, 80% in oil, 20 mmol) in 1,2-dimethoxyethane at room temperature. After 16 hours methyl iodide (2.5 ml, 40 mmol) is added with cooling. After further 2 hurs the reaction mixture is diluted with ether and washed with brine. Drying and chromatography on silicagel (eluent: hexane/ethlyacetate 1:1) gives the pure methyl α-[6-methyl-4-(3-phenylphenoxy)... Starting materials: O=C([O-])[O-], CCOC(C)=O, [Cs+], [Cs+], CI, CN(C)C=O, O=Cc1cc(O)ccc1[N+](=O)[O-]. Product: COc1ccc([N+](=O)[O-])c(C=O)c1. As a reaction SMILES: [C:13](=[O:14])([O-:15])[O-:16].[CH3:26][CH2:27][O:28][C:29](=[O:30])[CH3:31].[Cs+:17].[Cs+:18].[I:19][CH3:20].[O:21]=[CH:22][N:23]([CH3:24])[CH3:25].[OH:1][c:2]1[cH:3][cH:4][c:5]([N+:10](=[O:11])[O-:12])[c:6]([CH:7]=[O:8])[cH:9]1>>[O:1]([c:2]1[cH:3][cH:4][c:5]([N+:10](=[O:11])[O-:12])[c:6]([CH:7]=[O:8])[cH:9]1)[CH3:13].